From a dataset of the Open Reaction Database (ORD), a public repository of structured organic reaction records. describe an organic reaction: reactants, conditions, products, and yield Yields the product Cc1ncc2n1CCC=C2c1ccc(Cl)c(Cl)c1. The reactants are Cc1ncc[nH]1, O=C(c1ccc(Cl)c(Cl)c1)C1CC1. RXN SMILES: [CH3:14][c:15]1[nH:16][cH:17][cH:18][n:19]1.[CH:1]1([C:4](=[O:5])[c:6]2[cH:7][c:8]([Cl:13])[c:9]([Cl:12])[cH:10][cH:11]2)[CH2:2][CH2:3]1>>[CH:1]1=[C:4]([c:6]2[cH:7][c:8]([Cl:13])[c:9]([Cl:12])[cH:10][cH:11]2)[c:17]2[n:16]([c:15]([CH3:14])[n:19][cH:18]2)[CH2:2][CH2:3]1. Reactants: CC(C)(C)OC(=O)NCC(O)c1ccccc1, ClCCl, CS(=O)(=O)Cl, c1ccncc1. Product: CC(C)(C)OC(=O)NCC(Cl)c1ccccc1. RXN SMILES: [C:12]([CH3:13])([CH3:14])([CH3:15])[O:16][C:17](=[O:18])[NH:19][CH2:20][CH:21]([OH:22])[c:23]1[cH:24][cH:25][cH:26][cH:27][cH:28]1.[CH2:29]([Cl:30])[Cl:31].[CH3:7][S:8]([Cl:9])(=[O:10])=[O:11].[cH:1]1[cH:2][cH:3][n:4][cH:5][cH:6]1>>[Cl:9][CH:21]([CH2:20][NH:19][C:17]([O:16][C:12]([CH3:13])([CH3:14])[CH3:15])=[O:18])[c:23]1[cH:24][cH:25][cH:26][cH:27][cH:28]1. Reactants: OC1C(F)(Cl)CCCC1(F)Cl, FC1(Cl)CCC2OC2(Cl)C1, [Na+], [OH-], O. Product: FC1(Cl)CCC2OC2(F)C1. Reaction SMILES: [Cl:11][C:12]1([F:13])[CH2:14][CH2:15][CH2:16][C:17]([F:18])([Cl:19])[CH:20]1[OH:21].[Cl:1][C:2]12[CH2:3][C:4]([F:9])([Cl:10])[CH2:5][CH2:6][CH:7]1[O:8]2.[Na+:23].[OH-:22].[OH2:24]>>[C:2]12([F:18])[CH2:3][C:4]([F:9])([Cl:10])[CH2:5][CH2:6][CH:7]1[O:8]2. Starting materials: COC(=O)c1ccc(CC(C)NCC(O)c2ccc(OCc3ccccc3)cc2Cl)cc1, CCO. Yields the product COC(=O)c1ccc(CC(C)NCC(O)c2ccc(O)cc2Cl)cc1. Reaction SMILES: [C:1](=[O:2])([O:3][CH3:4])[c:5]1[cH:6][cH:7][c:8]([CH2:11][CH:12]([CH3:13])[NH:14][CH2:15][CH:16]([OH:17])[c:18]2[c:19]([Cl:32])[cH:20][c:21]([O:24][CH2:25][c:26]3[cH:27][cH:28][cH:29][cH:30][cH:31]3)[cH:22][cH:23]2)[cH:9][cH:10]1.[CH3:33][CH2:34][OH:35]>>[C:1](=[O:2])([O:3][CH3:4])[c:5]1[cH:6][cH:7][c:8]([CH2:11][CH:12]([CH3:13])[NH:14][CH2:15][CH:16]([OH:17])[c:18]2[c:19]([Cl:32])[cH:20][c:21]([OH:24])[cH:22][cH:23]2)[cH:9][cH:10]1. The reactants are BrCC(=O)C1=CC=C(C=C1)Cl (2-bromo-4'-chloroacetophenone), CC1=NC2=C(C=CC=C2C=C1)OCC(C)=O (2-methyl-8-(2-oxopropoxy)quinoline). Product: ClC1=CC=C(C=C1)C(COC=1C=CC=C2C=CC(=NC12)C)=O (8-(2-(p-Chlorophenyl)-2-oxoethoxy)-2-methylquinoline). The yield is 64.0%. As a reaction SMILES: Br[CH2:2][C:3]([C:5]1[CH:10]=[CH:9][C:8]([Cl:11])=[CH:7][CH:6]=1)=[O:4].[CH3:12][C:13]1[CH:22]=[CH:21][C:20]2[C:15](=[C:16]([O:23]CC(=O)C)[CH:17]=[CH:18][CH:19]=2)[N:14]=1>>[Cl:11][C:8]1[CH:9]=[CH:10][C:5]([C:3](=[O:4])[CH2:2][O:23][C:16]2[CH:17]=[CH:18][CH:19]=[C:20]3[C:15]=2[N:14]=[C:13]([CH3:12])[CH:22]=[CH:21]3)=[CH:6][CH:7]=1. Reported procedure: 8-(2-(p-Chlorophenyl)-2-oxoethoxy)-2-methylquinoline (12a) was prepared from 2-bromo-4'-chloroacetophenone by the same procedure as 10a in 64% yield. mp: 112°-113° C.; 1H-NMR (CDCl3): δ2.77 (s, 3H, 2-CH3), 5.56 (s, 2H, OCH2), 6.94-8.12 (m, 8H, Ar--H), 7.31 (d, 1H, 3-H), 8.00 (d, 1H, 4-H). The reactants are O (water), C([O-])([O-])=O.[Na+].[Na+] (sodium carbonate), BrC1=CC=C(OC[C@@H](CCC=2C=NC=CC2)O)C=C1 ((2R)-1-(4-bromophenoxy)-4-(3-pyridyl)-2-butanol), O.NC=1C=C(C=CC1)B(O)O (3-aminobenzeneboronic acid monohydrate). The reagents and catalysts are C=1C=CC(=CC1)[P](C=2C=CC=CC2)(C=3C=CC=CC3)[Pd]([P](C=4C=CC=CC4)(C=5C=CC=CC5)C=6C=CC=CC6)([P](C=7C=CC=CC7)(C=8C=CC=CC8)C=9C=CC=CC9)[P](C=1C=CC=CC1)(C=1C=CC=CC1)C=1C=CC=CC1 (tetrakis(triphenylphosphine)palladium(0)). Run in C(C)O (ethanol), C1(=CC=CC=C1)C (toluene). The product is NC=1C=C(C=CC1)C1=CC=C(C=C1)OC[C@@H](CCC=1C=NC=CC1)O ((2R)-1-(3'-Aminobiphenyl-4-yloxy)-4-(3-pyridyl)-2-butanol). Yield: 82.9%. Reaction SMILES: C(=O)([O-])[O-].[Na+].[Na+].Br[C:8]1[CH:25]=[CH:24][C:11]([O:12][CH2:13][C@H:14]([OH:23])[CH2:15][CH2:16][C:17]2[CH:18]=[N:19][CH:20]=[CH:21][CH:22]=2)=[CH:10][CH:9]=1.O.[NH2:27][C:28]1[CH:29]=[C:30](B(O)O)[CH:31]=[CH:32][CH:33]=1.O>C(O)C.C1(C)C=CC=CC=1.C1C=CC([P]([Pd]([P](C2C=CC=CC=2)(C2C=CC=CC=2)C2C=CC=CC=2)([P](C2C=CC=CC=2)(C2C=CC=CC=2)C2C=CC=CC=2)[P](C2C=CC=CC=2)(C2C=CC=CC=2)C2C=CC=CC=2)(C2C=CC=CC=2)C2C=CC=CC=2)=CC=1>[NH2:27][C:28]1[CH:33]=[C:32]([C:8]2[CH:25]=[CH:24][C:11]([O:12][CH2:13][C@H:14]([OH:23])[CH2:15][CH2:16][C:17]3[CH:18]=[N:19][CH:20]=[CH:21][CH:22]=3)=[CH:10][CH:9]=2)[CH:31]=[CH:30][CH:29]=1 |f:0.1.2,4.5,^1:51,53,72,91|. Procedure details: Aqueous sodium carbonate solution (2 M, 1.55 ml) was added to a solution of (2R)-1-(4-bromophenoxy)-4-(3-pyridyl)-2-butanol (0.50 g), 3-aminobenzeneboronic acid monohydrate (0.26 g) and tetrakis(triphenylphosphine)palladium(0) (0.045 g) in ethanol (1.72 ml) and toluene (6.9 ml). The mixture was stirred at reflux under a nitrogen atmosphere for 3 hours and then, cooled to room temperature. The reaction mixture was poured into water and then extracted with ethyl acetate. The combined organic extra... The reactants are OC1=C(C=CC(=C1)O)C(C1=CC=CC=C1)C(=O)C(C1=CC=CC=C1)C1=C(C=C(C=C1)O)O (2,4-dihydroxy-phenyl-benzyl-ketone), CN(C=O)C (dimethyl-formamide), N1CCOCC1 (morpholine), C(C)OC([O-])[O-] (ethyl-orthoformate). Reaction conditions: time 1 hour. The yield is 90.5%. Procedure details: A mixture of 100 kg (438.5 mole) of 2,4-dihydroxy-phenyl-benzyl-ketone, 38 kg of dimethyl-formamide, 5.2 kg of morpholine and 75 kg (506 mole) of ethyl-orthoformate is stirred at 80°-90° C., while within one hour crystallization is initiated. 360 kg of chloroform are added to the suspension after 7 hours at 60° C. After cooling the crystalline substance is centrifuged, covered with chloroform, filtered and dried. 94.5 kg of 7-hydroxy-isoflavone are obtained, 7-ethoxy-isoflavone content: 0.1% by ... Yields the product OC1=CC=C2C(C(=COC2=C1)C1=CC=CC=C1)=O (7-hydroxy-isoflavone). Reaction SMILES: OC1C=C(O)C=CC=1[CH:9]([C:16]([CH:18]([C:25]1[CH:30]=[CH:29]C(O)=CC=1O)C1C=CC=CC=1)=[O:17])[C:10]1[CH:15]=[CH:14][CH:13]=[CH:12][CH:11]=1.CN(C)C=[O:36].N1CCOCC1.[CH2:44]([O:46][CH:47]([O-])[O-])[CH3:45]>C(Cl)(Cl)Cl>[OH:36][C:29]1[CH:45]=[C:44]2[C:18]([C:16](=[O:17])[C:9]([C:10]3[CH:11]=[CH:12][CH:13]=[CH:14][CH:15]=3)=[CH:47][O:46]2)=[CH:25][CH:30]=1. Solvent: C(Cl)(Cl)Cl (chloroform), C(Cl)(Cl)Cl (chloroform). Procedure: The operation is carried out as in Stage 1 of Example 10 using 4-methoxy benzeneboronic acid instead of thiophene-2-boronic acid, starting with 351.6 mg of methyl ester of N-[(1,1-dimethylethoxy) carbonyl]-O-[(trifluoromethyl) sulphonyl]-L-tyrosine (prepared as indicated in Stage 1 of Example 10), 10 ml of toluene, 250 mg of 4-methoxybenzene boronic acid, 170.3 mg of potassium bicarbonate and 190.17 mg of 5-tetrakis (triphenyl phosphine) Pd(O). In this way 199 mg of expected product is obtained. As a reaction SMILES: [CH3:1][O:2][C:3]1[CH:8]=[CH:7][C:6](B(O)O)=[CH:5][CH:4]=1.[SH:12][CH2:13][CH:14]([CH2:34][C:35]1[CH:40]=[CH:39][CH:38]=[CH:37][CH:36]=1)[C:15]([NH:17][C@H:18]([C:31]([OH:33])=[O:32])[CH2:19][C:20]1[CH:25]=[CH:24][C:23](C2SC=CC=2)=[CH:22][CH:21]=1)=[O:16].C(=O)(O)[O-].[K+]>C1(C)C=CC=CC=1>[SH:12][CH2:13][CH:14]([CH2:34][C:35]1[CH:40]=[CH:39][CH:38]=[CH:37][CH:36]=1)[C:15]([NH:17][C@H:18]([C:31]([OH:33])=[O:32])[CH2:19][C:20]1[CH:25]=[CH:24][C:23]([C:6]2[CH:7]=[CH:8][C:3]([O:2][CH3:1])=[CH:4][CH:5]=2)=[CH:22][CH:21]=1)=[O:16] |f:2.3|. Reactants: C([O-])(O)=O.[K+] (potassium bicarbonate), COC1=CC=C(C=C1)B(O)O (4-methoxy benzeneboronic acid), COC1=CC=C(C=C1)B(O)O (4-methoxybenzene boronic acid), methyl ester, SCC(C(=O)N[C@@H](CC1=CC=C(C=C1)C=1SC=CC1)C(=O)O)CC1=CC=CC=C1 ((S)N-(2-(mercaptomethyl)-1-oxo-3-phenylpropyl]4- (2-thienyl)L-phenylalanine), 5-tetrakis (triphenyl phosphine) Pd(O). Run in C1(=CC=CC=C1)C (toluene). Product: SCC(C(=O)N[C@@H](CC1=CC=C(C=C1)C1=CC=C(C=C1)OC)C(=O)O)CC1=CC=CC=C1 ((S)N-[2-(mercaptomethyl)-1-oxo-3-phenylpropyl) 4-(4-methoxyphenyl) L-phenylalanine). Starting materials: C(C)N(CCOC=1C(=NC=CC1)F)CCNC(=O)C1=NC2=CC=C(C=C2C=C1)I (N-[2-[N-ethyl-N-[2-(2-fluoropyridin-3-yloxy)ethyl]amino]ethyl]-6-iodoquinoline-2-carboxamide), Cl.Cl.C(C)N(CCOC=1C(=NC=CC1)F)CCNC(=O)C1=NC2=CC=C(C=C2N=C1)I (N-[2-[N-ethyl-N-[2-(2-fluoropyridin-3-yloxy)ethyl]amino]ethyl]-6-iodoquinoxaline-2-carboxamide dihydrochloride salt). The product is Cl.Cl.C(C)N(CCOC=1C(=NC=CC1)F)CCNC(=O)C1=NC2=CC=C(C=C2C=C1)I (N-[2-[N-ethyl-N-[2-(2-fluoropyridin-3-yloxy)ethyl]amino]ethyl]-6-iodoquinoline-2-carboxamide dihydrochloride salt). The yield is 81.0%. RXN SMILES: [CH2:1]([N:3]([CH2:14][CH2:15][NH:16][C:17]([C:19]1[CH:28]=[CH:27][C:26]2[C:21](=[CH:22][CH:23]=[C:24]([I:29])[CH:25]=2)[N:20]=1)=[O:18])[CH2:4][CH2:5][O:6][C:7]1[C:8]([F:13])=[N:9][CH:10]=[CH:11][CH:12]=1)[CH3:2].[ClH:30].Cl.C(N(CCNC(C1C=NC2C(=CC=C(I)C=2)N=1)=O)CCOC1C(F)=NC=CC=1)C>>[ClH:30].[ClH:30].[CH2:1]([N:3]([CH2:14][CH2:15][NH:16][C:17]([C:19]1[CH:28]=[CH:27][C:26]2[C:21](=[CH:22][CH:23]=[C:24]([I:29])[CH:25]=2)[N:20]=1)=[O:18])[CH2:4][CH2:5][O:6][C:7]1[C:8]([F:13])=[N:9][CH:10]=[CH:11][CH:12]=1)[CH3:2] |f:1.2.3,4.5.6|. Procedure: This compound was prepared, starting from compound 67 (0.20 g, 0.39 mmol), according to the procedure developed for compound 11. Reaction time at room temperature: 12 h to give compound 68 (184 mg, 0.32 mmol) as a very hygroscopic beige solid. Yield 81%; mp 99-101° C. (dec.); IR (KBr) ν 1255, 1385, 1465, 1559, 1645, 2500-3500 cm−1. The reactants are Brc1cccc(N2CCCC2)c1, CC(=O)[O-], Cl, [K+], O=C(NC1CN2CCC1CC2)c1cc2cccc(Br)c2s1, [Na+], [Na+], O=C([O-])[O-], CN(C)C=O. Product: Cl, O=C(NC1CN2CCC1CC2)c1cc2cccc(-c3cccc(N4CCCC4)c3)c2s1. As a reaction SMILES: [Br:1][c:2]1[cH:3][c:4]([N:8]2[CH2:9][CH2:10][CH2:11][CH2:12]2)[cH:5][cH:6][cH:7]1.[CH3:14][C:15](=[O:16])[O-:17].[ClH:18].[K+:13].[N:19]12[CH2:20][CH:21]([NH:27][C:28](=[O:29])[c:30]3[s:31][c:32]4[c:33]([cH:34]3)[cH:35][cH:36][cH:37][c:38]4[Br:39])[CH:22]([CH2:23][CH2:24]1)[CH2:25][CH2:26]2.[Na+:40].[Na+:41].[O-:42][C:43](=[O:44])[O-:45].[O:46]=[CH:47][N:48]([CH3:49])[CH3:50]>>[ClH:18].[c:2]1(-[c:38]2[c:32]3[s:31][c:30]([C:28]([NH:27][CH:21]4[CH2:20][N:19]5[CH2:24][CH2:23][CH:22]4[CH2:25][CH2:26]5)=[O:29])[cH:34][c:33]3[cH:35][cH:36][cH:37]2)[cH:3][c:4]([N:8]2[CH2:9][CH2:10][CH2:11][CH2:12]2)[cH:5][cH:6][cH:7]1.